Dataset: the Open Reaction Database (ORD), a public repository of structured organic reaction records. Task: describe an organic reaction: reactants, conditions, products, and yield Reagents/catalysts: CoMoO4. Run at temperature 180 celsius. Isolated yield 59.0%. The product is C(=O)NC1=CC=CC=C1 (formanilide). Procedure: To a 200 cc Parr reactor provided with a glass liner (actual reactor volume with liner=134 cc) and a magnetic stirrer is charged, at room temperature, 1.0 gram aniline, 20 cc methanol, 0.5 gram of BaO.CoMoO4 as catalyst and 2.5 grams of phenyl disulfide (φ2S2). The reactor is sealed and then purged with gaseous nitrogen by means of a gas inlet tube and, also at room temperature, gaseous COS (2.5 grams) is pressured into the reactor following which CO is pressured into the reactor, to provide a p... Solvent: O (water). Starting materials: NC1=CC=CC=C1 (aniline), NC1=CC=CC=C1 (aniline), C1(=CC=CC=C1)SSC1=CC=CC=C1 (phenyl disulfide), CO (methanol), BaO, Methyl N-phenyl carbamate. As a reaction SMILES: [NH2:1][C:2]1[CH:7]=[CH:6][CH:5]=[CH:4][CH:3]=1.[CH3:8][OH:9].C1(SSC2C=CC=CC=2)C=CC=CC=1>O>[CH:8]([NH:1][C:2]1[CH:7]=[CH:6][CH:5]=[CH:4][CH:3]=1)=[O:9]. Reactants: C(C)(C)(C)C1=NN(C(=C1)COC1=CC=CC=C1)CC1=CC=C(C=C1)COCOC (3-tert-butyl-1-{4-[(methoxymethoxy)methyl]benzyl)-5-(phenoxymethyl)-1H-pyrazole), Cl (hydrochloric acid), CO (methanol). Solvent: O (Water). The product is C(C)(C)(C)C1=NN(C(=C1)COC1=CC=CC=C1)CC1=CC=C(C=C1)CO ((4-{[3-tert-butyl-5-(phenoxymethyl)-1H-pyrazol-1-yl]methyl}phenyl)methanol). Isolated yield 91.5%. RXN SMILES: [C:1]([C:5]1[CH:9]=[C:8]([CH2:10][O:11][C:12]2[CH:17]=[CH:16][CH:15]=[CH:14][CH:13]=2)[N:7]([CH2:18][C:19]2[CH:24]=[CH:23][C:22]([CH2:25][O:26]COC)=[CH:21][CH:20]=2)[N:6]=1)([CH3:4])([CH3:3])[CH3:2].Cl.CO>O>[C:1]([C:5]1[CH:9]=[C:8]([CH2:10][O:11][C:12]2[CH:17]=[CH:16][CH:15]=[CH:14][CH:13]=2)[N:7]([CH2:18][C:19]2[CH:24]=[CH:23][C:22]([CH2:25][OH:26])=[CH:21][CH:20]=2)[N:6]=1)([CH3:4])([CH3:2])[CH3:3]. Reported procedure: A mixture of 3-tert-butyl-1-{4-[(methoxymethoxy)methyl]benzyl)-5-(phenoxymethyl)-1H-pyrazole (1.66 g, 4.21 mmol), concentrated hydrochloric acid (0.2 mL) and methanol (20 mL) was refluxed overnight. Water was added to the reaction mixture, and the mixture was extracted with ethyl acetate. The extract washed with aqueous sodium chloride solution, dried over anhydrous magnesium sulfate, and concentrated under reduced pressure. The residue was subjected to silica gel column chromatography (ethyl ac...